From a dataset of the Open Reaction Database (ORD), a public repository of structured organic reaction records. describe an organic reaction: reactants, conditions, products, and yield The reactants are O=C(Cl)C(=O)Cl, Nc1cc(Cl)c(OC(F)(F)C(Cl)Cl)c(Cl)c1, ClC(Cl)(Cl)Cl. Product: O=C=Nc1cc(Cl)c(OC(F)(F)C(Cl)Cl)c(Cl)c1. As a reaction SMILES: [Cl:17][C:18](=[O:19])[C:20]([Cl:21])=[O:22].[Cl:1][c:2]1[cH:3][c:4]([NH2:16])[cH:5][c:6]([Cl:15])[c:7]1[O:8][C:9]([CH:10]([Cl:11])[Cl:12])([F:13])[F:14].[Cl:23][C:24]([Cl:25])([Cl:26])[Cl:27]>>[Cl:1][c:2]1[cH:3][c:4]([N:16]=[C:18]=[O:19])[cH:5][c:6]([Cl:15])[c:7]1[O:8][C:9]([CH:10]([Cl:11])[Cl:12])([F:13])[F:14]. The reactants are 16.7, ClC1=CC=C(N=N1)N1CCN(CC1)CC1=CC=C(C(=O)OCC)C=C1 (ethyl 4-[[4-(6-chloro-3-pyridazinyl)-1-piperazinyl]methyl]benzoate), OCCN (2-hydroxyethanamine). The solvent is O (water). Reaction conditions: temperature 140 celsius, time 4 hour. Product: Cl.ClC1=CC=C(N=N1)N1CCN(CC1)CC1=CC=C(C(=O)NCCO)C=C1 (4-[[4-(6-chloro -3-pyridazinyl)-1-piperazinyl]methyl]-N-(2-hydroxyethyl)benzamide monohydrochloride). Yield: 51.1%. RXN SMILES: [Cl:1][C:2]1[N:7]=[N:6][C:5]([N:8]2[CH2:13][CH2:12][N:11]([CH2:14][C:15]3[CH:25]=[CH:24][C:18]([C:19](OCC)=[O:20])=[CH:17][CH:16]=3)[CH2:10][CH2:9]2)=[CH:4][CH:3]=1.[OH:26][CH2:27][CH2:28][NH2:29]>O>[ClH:1].[Cl:1][C:2]1[N:7]=[N:6][C:5]([N:8]2[CH2:9][CH2:10][N:11]([CH2:14][C:15]3[CH:16]=[CH:17][C:18]([C:19]([NH:29][CH2:28][CH2:27][OH:26])=[O:20])=[CH:24][CH:25]=3)[CH2:12][CH2:13]2)=[CH:4][CH:3]=1 |f:3.4|. Reported procedure: A mixture of 16.7 parts of ethyl 4-[[4-(6-chloro-3-pyridazinyl)-1-piperazinyl]methyl]benzoate and 11.3 pats of 2-hydroxyethanamine was stirred for 4 hours at 140° C. After cooling, the reaction mixture was stirred into water. The precipitated product was filtered off, washed with 2,2'-oxybispropane and converted into the hydrochloride salt in 2-propanol. The salt was filtered off, washed with 2-propanol and 2,2'-oxybispropane and dried at 70° C., yielding 9.7 parts (51.1%) of 4-[[4-(6-chloro -3-... Starting materials: Cc1cc2c(s1)Nc1ccccc1N=C2N, COCC1CNCCN1, Cl, COCCC1CN(C2=Nc3ccccc3Nc3ccc(C(F)(F)F)cc32)CCN1. Yields the product COCC1CN(C2=Nc3ccccc3Nc3sc(C)cc32)CCN1. RXN SMILES: [CH3:31][c:32]1[cH:33][c:34]2[c:40]([s:41]1)[NH:39][c:38]1[c:37]([cH:45][cH:44][cH:43][cH:42]1)[N:36]=[C:35]2[NH2:46].[CH3:47][O:48][CH2:49][CH:50]1[NH:51][CH2:52][CH2:53][NH:54][CH2:55]1.[ClH:30].[F:1][C:2]([F:3])([F:4])[c:5]1[cH:6][cH:7][c:8]2[c:28]([cH:29]1)[C:17]([N:18]1[CH2:19][CH2:20][NH:21][CH:22]([CH2:23][CH2:24][O:25][CH3:26])[CH2:27]1)=[N:16][c:15]1[c:10]([cH:11][cH:12][cH:13][cH:14]1)[NH:9]2>>[CH3:31][c:32]1[cH:33][c:34]2[c:40]([s:41]1)[NH:39][c:38]1[c:37]([cH:45][cH:44][cH:43][cH:42]1)[N:36]=[C:35]2[N:46]1[CH2:53][CH2:52][NH:51][CH:50]([CH2:49][O:48][CH3:47])[CH2:55]1. Starting materials: BrC1=CC(=C(N)C(=C1)[N+](=O)[O-])C (4-bromo-2-methyl-6-nitroaniline), CN(C)C=O (DMF). Reagents/catalysts: [C-]#N.[C-]#N.[Zn+2] (Zn(CN)2), C=1C=CC(=CC1)[P](C=2C=CC=CC2)(C=3C=CC=CC3)[Pd]([P](C=4C=CC=CC4)(C=5C=CC=CC5)C=6C=CC=CC6)([P](C=7C=CC=CC7)(C=8C=CC=CC8)C=9C=CC=CC9)[P](C=1C=CC=CC1)(C=1C=CC=CC1)C=1C=CC=CC1 (Pd(PPh3)4). Reaction conditions: temperature 120 celsius. Yields the product NC1=C(C=C(C#N)C=C1[N+](=O)[O-])C (4-Amino-3-methyl-5-nitro-benzonitrile). Isolated yield 73.0%. As a reaction SMILES: Br[C:2]1[CH:8]=[C:7]([N+:9]([O-:11])=[O:10])[C:5]([NH2:6])=[C:4]([CH3:12])[CH:3]=1.[CH3:13][N:14](C=O)C>[C-]#N.[C-]#N.[Zn+2].C1C=CC([P]([Pd]([P](C2C=CC=CC=2)(C2C=CC=CC=2)C2C=CC=CC=2)([P](C2C=CC=CC=2)(C2C=CC=CC=2)C2C=CC=CC=2)[P](C2C=CC=CC=2)(C2C=CC=CC=2)C2C=CC=CC=2)(C2C=CC=CC=2)C2C=CC=CC=2)=CC=1>[NH2:6][C:5]1[C:7]([N+:9]([O-:11])=[O:10])=[CH:8][C:2]([C:13]#[N:14])=[CH:3][C:4]=1[CH3:12] |f:2.3.4,^1:26,28,47,66|. Procedure details: A suspension of 4-bromo-2-methyl-6-nitroaniline (11.5 g, 50 mmol), Zn(CN)2 (770 mg, 150 mmol), and Pd(PPh3)4 (2.32 g, 2.0 mmol) in DMF (100 mL) was sealed and heated at 120° C. for 70 h. After cooled down to room temperature, the reaction mixture was concentrated under reduced pressure. The residue was purified by chromatography with CH2Cl2 to afford the title compound (6.4 g, 73%). ESI-MS m/z 178 (MH+). The reactants are C=CCn1c(Cl)nc2c1c(=O)[nH]c(=O)n2CCCCC, C1CCOC1, O=C(N=NC(=O)OCc1ccccc1)OCc1ccccc1, O, c1ccc(P(c2ccccc2)c2ccccc2)cc1, OCCCc1cn[nH]c1. The product is C=CCn1c(Cl)nc2c1c(=O)n(CCCc1cn[nH]c1)c(=O)n2CCCCC. RXN SMILES: [CH2:1]([CH2:2][CH2:3][CH2:4][CH3:5])[n:6]1[c:7](=[O:20])[nH:8][c:9](=[O:19])[c:10]2[n:11]([CH2:16][CH:17]=[CH2:18])[c:12]([Cl:15])[n:13][c:14]12.[CH2:71]1[O:72][CH2:73][CH2:74][CH2:75]1.[N:30]([C:31]([O:32][CH2:33][c:34]1[cH:35][cH:36][cH:37][cH:38][cH:39]1)=[O:40])=[N:41][C:42]([O:43][CH2:44][c:45]1[cH:46][cH:47][cH:48][cH:49][cH:50]1)=[O:51].[OH2:76].[c:52]1([P:53]([c:54]2[cH:55][cH:56][cH:57][cH:58][cH:59]2)[c:60]2[cH:61][cH:62][cH:63][cH:64][cH:65]2)[cH:66][cH:67][cH:68][cH:69][cH:70]1.[nH:21]1[n:22][cH:23][c:24]([CH2:26][CH2:27][CH2:28][OH:29])[cH:25]1>>[CH2:1]([CH2:2][CH2:3][CH2:4][CH3:5])[n:6]1[c:7](=[O:20])[n:8]([CH2:28][CH2:27][CH2:26][c:24]2[cH:23][nH:22][n:21][cH:25]2)[c:9](=[O:19])[c:10]2[n:11]([CH2:16][CH:17]=[CH2:18])[c:12]([Cl:15])[n:13][c:14]12.